Dataset: the Open Reaction Database (ORD), a public repository of structured organic reaction records. Task: describe an organic reaction: reactants, conditions, products, and yield Starting materials: C(=O)(OC(C)(C)C)N(C1CNC1)C (3-(Boc-methylamino)azetidine), Cl.ClC1=CC(=NC=C1)C (4-chloro-2-methylpyridine HCl). The solvent is CC(C)O (2-propanol), C(C)(=O)OCC (ethyl acetate), C(O)([O-])=O.[Na+] (sodium hydrogen carbonate). Product: CN(C(OC(C)(C)C)=O)C1CN(C1)C1=CC(=NC=C1)C (tert-Butyl methyl(1-(2-methylpyridin-4-yl)azetidin-3-yl)carbamate). The yield is 51.0%. As a reaction SMILES: [C:1]([N:8]([CH3:13])[CH:9]1[CH2:12][NH:11][CH2:10]1)([O:3][C:4]([CH3:7])([CH3:6])[CH3:5])=[O:2].Cl.Cl[C:16]1[CH:21]=[CH:20][N:19]=[C:18]([CH3:22])[CH:17]=1>CC(O)C.C(OCC)(=O)C.C(=O)([O-])O.[Na+]>[CH3:13][N:8]([CH:9]1[CH2:12][N:11]([C:16]2[CH:21]=[CH:20][N:19]=[C:18]([CH3:22])[CH:17]=2)[CH2:10]1)[C:1](=[O:2])[O:3][C:4]([CH3:7])([CH3:6])[CH3:5] |f:1.2,5.6|. Procedure details: 3-(Boc-methylamino)azetidine (2.74 mmol, 1.0 eq) and 4-chloro-2-methylpyridine HCl (8.21 mmol, 3.0 eq) were dissolved in 2-propanol (5 ml) and DI PEA (13.69 mmol. 5.0 eq) and refluxed for 24 hours. After monitoring by TLC, the reaction solution was diluted with ethyl acetate and sat. sodium hydrogen carbonate solution, and the phases were separated. The aqueous phase was washed with ethyl acetate. The combined organic phases were washed 1× with sat. NaCl solution, dried over magnesium sulfate, c... Starting materials: Cc1cc(-c2cccc(C(=O)CC(=O)Nc3cc(C(F)(F)F)c(N(C)CC(C)C)cc3NC(=O)OC(C)(C)C)c2)ccn1, ClCCl, O=C(O)C(F)(F)F. Product: Cc1cc(-c2cccc(C3=Nc4cc(N(C)CC(C)C)c(C(F)(F)F)cc4NC(=O)C3)c2)ccn1. Reaction SMILES: [C:1]([O:2][C:3](=[O:4])[NH:7][c:8]1[c:9]([NH:24][C:25]([CH2:26][C:27](=[O:5])[c:29]2[cH:30][c:31](-[c:35]3[cH:36][c:37]([CH3:41])[n:38][cH:39][cH:40]3)[cH:32][cH:33][cH:34]2)=[O:42])[cH:10][c:11]([C:20]([F:21])([F:22])[F:23])[c:12]([N:14]([CH3:15])[CH2:16][CH:17]([CH3:18])[CH3:19])[cH:13]1)([CH3:6])([CH3:28])[CH3:43].[Cl:51][CH2:52][Cl:53].[F:44][C:45]([F:46])([F:47])[C:48]([OH:49])=[O:50]>>[N:7]1=[C:27]([c:29]2[cH:30][c:31](-[c:35]3[cH:36][c:37]([CH3:41])[n:38][cH:39][cH:40]3)[cH:32][cH:33][cH:34]2)[CH2:26][C:25](=[O:42])[NH:24][c:9]2[c:8]1[cH:13][c:12]([N:14]([CH3:15])[CH2:16][CH:17]([CH3:18])[CH3:19])[c:11]([C:20]([F:21])([F:22])[F:23])[cH:10]2. Reactants: crude product, Cl.C(C)OC(CN)=O (glycine ethyl ester hydrochloride), C(O)([O-])=O.[Na+] (sodium hydrogencarbonate), C1=CC=CC=C1C(=O)OO (perbenzoic acid), BrN1C(CCC1=O)=O (N-bromosuccinimide), ClC1=C(C(=CC=C1)[N+](=O)[O-])C (2-chloro-6-nitrotoluene). Solvent: C(C)O (ethanol), C(C)(=O)OCC (ethyl acetate), C1=CC=CC=C1 (benzene). Conditions: temperature 80 celsius, time 8 hour. Yields the product ClC1=C(CNCC(=O)OCC)C(=CC=C1)[N+](=O)[O-] (ethyl (2-chloro-6-nitrobenzyl)aminoacetate). RXN SMILES: [Cl:1][C:2]1[CH:7]=[CH:6][CH:5]=[C:4]([N+:8]([O-:10])=[O:9])[C:3]=1[CH3:11].C1C(C(OO)=O)=CC=CC=1.BrN1C(=O)CCC1=O.Cl.[CH2:31]([O:33][C:34](=[O:37])[CH2:35][NH2:36])[CH3:32].C(=O)([O-])O.[Na+]>C1C=CC=CC=1.C(O)C.C(OCC)(=O)C>[Cl:1][C:2]1[CH:7]=[CH:6][CH:5]=[C:4]([N+:8]([O-:10])=[O:9])[C:3]=1[CH2:11][NH:36][CH2:35][C:34]([O:33][CH2:31][CH3:32])=[O:37] |f:3.4,5.6|. Procedure: 4.84 g (28.3 mmol) of 2-chloro-6-nitrotoluene was dissolved in 50 ml of benzene. 50 mg of perbenzoic acid and 6.0 g (34 mmol) of N-bromosuccinimide were added to the obtained solution, and the obtained solution was stirred at 80° C. overnight. The reaction solution was treated with ethyl acetate as the extracting solvent by an ordinary method to obtain the crude product. The crude product was dissolved in 100 ml of ethanol. 11.9 g (84.9 mmol) of glycine ethyl ester hydrochloride and 8.9 g (106 m... Solvent: O (water). The product is CC1=C(C=CC=C1S[Si](C(C)C)(C(C)C)C(C)C)N1N=NN(C1=O)C (1-(2-methyl-3-triisopropylsilanylsulfanylphenyl)-4-methyl-1,4-dihydrotetrazole-5-one). Reported procedure: Under ice-cooling, to a mixture of triisopropylsilanethiol 4.99 g and tolune 30 ml was added 60% sodium hydride 0.63 g, and the resulting mixture was stirred for thirty minutes. To the reaction mixture was added 1-(2-methyl-3-bromophenyl)-4-methyl-1,4-dihydrotetrazole-5-one (described in Reference Preparation example 10) 2.82 g and [1,1′-bis(diphenylphosphino)ferrocene]palladium(II) dichloride dichloromethane adduct 0.856 g. The reaction mixture was heated to 90° C. and was stirred for four hour... As a reaction SMILES: [CH:1]([Si:4]([CH:9]([CH3:11])[CH3:10])([CH:6]([CH3:8])[CH3:7])[SH:5])([CH3:3])[CH3:2].[H-].[Na+].[CH3:14][C:15]1[C:20](Br)=[CH:19][CH:18]=[CH:17][C:16]=1[N:22]1[C:26](=[O:27])[N:25]([CH3:28])[N:24]=[N:23]1>O>[CH3:14][C:15]1[C:20]([S:5][Si:4]([CH:1]([CH3:3])[CH3:2])([CH:6]([CH3:8])[CH3:7])[CH:9]([CH3:11])[CH3:10])=[CH:19][CH:18]=[CH:17][C:16]=1[N:22]1[C:26](=[O:27])[N:25]([CH3:28])[N:24]=[N:23]1 |f:1.2|. Isolated yield 91.7%. Run at temperature 90 celsius. The reactants are C(C)(C)[Si](S)(C(C)C)C(C)C (triisopropylsilanethiol), [H-].[Na+] (sodium hydride), CC1=C(C=CC=C1Br)N1N=NN(C1=O)C (1-(2-methyl-3-bromophenyl)-4-methyl-1,4-dihydrotetrazole-5-one), [1,1′-bis(diphenylphosphino)ferrocene]palladium(II) dichloride dichloromethane. Starting materials: CN(C)C=O, COC1CCN(C(=O)c2cc3cc(C(=O)N4CCN(C(C)C)CC4)ccc3[nH]2)CC1, BrCC1CC1, [H-], [Na+]. The product is COC1CCN(C(=O)c2cc3cc(C(=O)N4CCN(C(C)C)CC4)ccc3n2CC2CC2)CC1. As a reaction SMILES: [CH3:38][N:39]([CH3:40])[CH:41]=[O:42].[CH:1]([CH3:2])([CH3:3])[N:4]1[CH2:5][CH2:6][N:7]([C:10](=[O:11])[c:12]2[cH:13][c:14]3[cH:15][c:16]([C:21](=[O:22])[N:23]4[CH2:24][CH2:25][CH:26]([O:29][CH3:30])[CH2:27][CH2:28]4)[nH:17][c:18]3[cH:19][cH:20]2)[CH2:8][CH2:9]1.[CH:33]1([CH2:36][Br:37])[CH2:34][CH2:35]1.[H-:31].[Na+:32]>>[CH:1]([CH3:2])([CH3:3])[N:4]1[CH2:5][CH2:6][N:7]([C:10](=[O:11])[c:12]2[cH:13][c:14]3[cH:15][c:16]([C:21](=[O:22])[N:23]4[CH2:24][CH2:25][CH:26]([O:29][CH3:30])[CH2:27][CH2:28]4)[n:17]([CH2:36][CH:33]4[CH2:34][CH2:35]4)[c:18]3[cH:19][cH:20]2)[CH2:8][CH2:9]1. The reactants are O=S(=O)(Cl)c1ccccc1Br, NCCCCC(NC(=O)OCC1c2ccccc2-c2ccccc21)C(=O)O. The product is O=C(NC(CCCCNS(=O)(=O)c1ccccc1Br)C(=O)O)OCC1c2ccccc2-c2ccccc21. As a reaction SMILES: [Br:28][c:29]1[c:30]([S:35](=[O:36])(=[O:37])[Cl:38])[cH:31][cH:32][cH:33][cH:34]1.[cH:1]1[cH:2][cH:3][cH:4][c:5]2[c:13]1[CH:12]([CH2:14][O:15][C:16](=[O:17])[NH:18][CH:19]([CH2:20][CH2:21][CH2:22][CH2:23][NH2:24])[C:25](=[O:26])[OH:27])[c:11]1[c:6]-2[cH:7][cH:8][cH:9][cH:10]1>>[cH:1]1[cH:2][cH:3][cH:4][c:5]2[c:13]1[CH:12]([CH2:14][O:15][C:16](=[O:17])[NH:18][CH:19]([CH2:20][CH2:21][CH2:22][CH2:23][NH:24][S:35]([c:30]1[c:29]([Br:28])[cH:34][cH:33][cH:32][cH:31]1)(=[O:36])=[O:37])[C:25](=[O:26])[OH:27])[c:11]1[c:6]-2[cH:7][cH:8][cH:9][cH:10]1. Starting materials: C(C1=CC=CC=C1)OC=1C(CC(=NC1)C=C)=O (5-benzyloxy-2-vinyl-4-pyridone), aqueous solution, CNC (dimethylamine). Solvent: C(C)O (ethanol). Run at temperature 100 celsius. Yields the product C(C1=CC=CC=C1)OC=1C(CC(=NC1)CCN(C)C)=O (5-benzyloxy-2-[2-(N,N-dimethylamino)ethyl]-4-pyridone). Reaction SMILES: [CH2:1]([O:8][C:9]1[C:10](=[O:17])[CH2:11][C:12]([CH:15]=[CH2:16])=[N:13][CH:14]=1)[C:2]1[CH:7]=[CH:6][CH:5]=[CH:4][CH:3]=1.[CH3:18][NH:19][CH3:20]>C(O)C>[CH2:1]([O:8][C:9]1[C:10](=[O:17])[CH2:11][C:12]([CH2:15][CH2:16][N:19]([CH3:20])[CH3:18])=[N:13][CH:14]=1)[C:2]1[CH:3]=[CH:4][CH:5]=[CH:6][CH:7]=1. Procedure details: A mixture of 5-benzyloxy-2-vinyl-4-pyridone (3.12 g), 50% aqueous solution of dimethylamine (15 ml) and ethanol (35 ml) was heated at 100° C. in a sealed tube for 8 hours. The resulting mixture was cooled and concentrated under reduced pressure to dryness. The residue was triturated with a mixture of ethyl acetate and diisopropyl ether to give 5-benzyloxy-2-[2-(N,N-dimethylamino)ethyl]-4-pyridone (3.45 g) as a powder. The reactants are COC(C1=C(C=C(C=C1)N)OC)=O (4-amino-2-methoxy-benzoic acid methyl ester), C(=O)(N1C=NC=C1)N1C=NC=C1 (1,1′-carbonyldiimidazole). Solvent: CN(C=O)C (N,N-dimethyl formamide). Reaction conditions: time 21 hour. The product is COC(C1=C(C=C(C=C1)NC(=O)N1C=NC=C1)OC)=O (4-[(imidazole-1-carbonyl)-amino]-2-methoxy-benzoic acid methyl ester). Isolated yield 92.8%. As a reaction SMILES: [CH3:1][O:2][C:3](=[O:13])[C:4]1[CH:9]=[CH:8][C:7]([NH2:10])=[CH:6][C:5]=1[O:11][CH3:12].[C:14](N1C=CN=C1)([N:16]1[CH:20]=[CH:19][N:18]=[CH:17]1)=[O:15]>CN(C)C=O>[CH3:1][O:2][C:3](=[O:13])[C:4]1[CH:9]=[CH:8][C:7]([NH:10][C:14]([N:16]2[CH:20]=[CH:19][N:18]=[CH:17]2)=[O:15])=[CH:6][C:5]=1[O:11][CH3:12]. Procedure: To a mixture of 4-amino-2-methoxy-benzoic acid methyl ester (1.000 g, 5.246 mmol, Maybridge) in N,N-dimethyl formamide (20.0 mL) was added 1,1′-carbonyldiimidazole (Aldrich, 919.8 mg, 5.502 mmol). After it was stirred at rt for 21 hrs under an argon atmosphere, the solvent was removed and the reaction mixture was extracted with EtOAc, and washed with water (2×), and saturated NaCl. The organic phase was separated, dried over Na2SO4, filtered and concentrated to give 4-[(imidazole-1-carbonyl)-ami...